From a dataset of the Open Reaction Database (ORD), a public repository of structured organic reaction records. describe an organic reaction: reactants, conditions, products, and yield Starting materials: O (Water), CO (Methanol), CC(C)([O-])C.[K+] (potassium tert-butoxide), FC1=C(C#N)C=CC(=C1)C1=NN=C(N1C)C(C)(OC1=C(C=C(C=C1F)F)F)C (2-fluoro-4-{4-methyl-5-[1-methyl-1-(2,4,6-trifluorophenoxy)ethyl]-4H-1,2,4-triazol-3-yl}benzonitrile). The solvent is C1CCOC1 (THF). Conditions: time 15 minute. Product: COC1=C(C#N)C=CC(=C1)C1=NN=C(N1C)C(C)(OC1=C(C=C(C=C1F)F)F)C (2-methoxy-4-{4-methyl-5-[1-methyl-1-(2,4,6-trifluorophenoxy)ethyl]-4H-1,2,4-triazol-3-yl}benzonitrile). Yield: 62.1%. RXN SMILES: CO.C[C:4](C)([O-:6])C.[K+].F[C:10]1[CH:17]=[C:16]([C:18]2[N:22]([CH3:23])[C:21]([C:24]([CH3:36])([O:26][C:27]3[C:32]([F:33])=[CH:31][C:30]([F:34])=[CH:29][C:28]=3[F:35])[CH3:25])=[N:20][N:19]=2)[CH:15]=[CH:14][C:11]=1[C:12]#[N:13].O>C1COCC1>[CH3:4][O:6][C:10]1[CH:17]=[C:16]([C:18]2[N:22]([CH3:23])[C:21]([C:24]([CH3:36])([O:26][C:27]3[C:32]([F:33])=[CH:31][C:30]([F:34])=[CH:29][C:28]=3[F:35])[CH3:25])=[N:20][N:19]=2)[CH:15]=[CH:14][C:11]=1[C:12]#[N:13] |f:1.2|. Reported procedure: Methanol (0.060 ml) was added to a solution of potassium tert-butoxide (130 mg) in THF (6 ml) under ice cooling, followed by stirring for 15 minutes under ice cooling. 2-fluoro-4-{4-methyl-5-[1-methyl-1-(2,4,6-trifluorophenoxy)ethyl]-4H-1,2,4-triazol-3-yl}benzonitrile (300 mg) was added to the reaction mixture, followed by stirring for one hour, while slowly elevating to room temperature. Water was added to the reaction solution, followed by extraction with ethyl acetate, the organic layer was w... The reactants are ClC1=C(CN2C(=NC3=C2C=C(C=C3)C(=O)O)C)C=CC(=C1)Cl (3-(2,4-dichlorobenzyl)-2-methyl-3H-benzimidazole-5-carboxylic acid), N,N′-carbonyldiimidazole, C(CCCC)S(=O)(=O)N (1-pentanesulfonamide), C1CCC2=NCCCN2CC1 (1,8-diazabicyclo[5.4.0]-7-undecene). The solvent is CN(C=O)C (N,N-dimethylformamide). Conditions: temperature 40 celsius, time 6 hour. Product: ClC1=C(CN2C(=NC3=C2C=C(C=C3)C(=O)NS(=O)(=O)CCCCC)C)C=CC(=C1)Cl (3-(2,4-dichlorobenzyl)-2-methyl-N-(pentylsulfonyl)-3H-benzimidazole-5-carboxamide). Reaction SMILES: [Cl:1][C:2]1[CH:21]=[C:20]([Cl:22])[CH:19]=[CH:18][C:3]=1[CH2:4][N:5]1[C:9]2[CH:10]=[C:11]([C:14]([OH:16])=O)[CH:12]=[CH:13][C:8]=2[N:7]=[C:6]1[CH3:17].[CH2:23]([S:28]([NH2:31])(=[O:30])=[O:29])[CH2:24][CH2:25][CH2:26][CH3:27].C1CCN2C(=NCCC2)CC1>CN(C)C=O>[Cl:1][C:2]1[CH:21]=[C:20]([Cl:22])[CH:19]=[CH:18][C:3]=1[CH2:4][N:5]1[C:9]2[CH:10]=[C:11]([C:14]([NH:31][S:28]([CH2:23][CH2:24][CH2:25][CH2:26][CH3:27])(=[O:30])=[O:29])=[O:16])[CH:12]=[CH:13][C:8]=2[N:7]=[C:6]1[CH3:17]. Reported procedure: A mixture of 3-(2,4-dichlorobenzyl)-2-methyl-3H-benzimidazole-5-carboxylic acid (34.1 g, 102 mmol), N,N′-carbonyldiimidazole (21.4 g) and N,N-dimethylformamide (122.7 g) was stirred for one hour at 35° C., into which 1-pentanesulfonamide (20.0 g) and 1,8-diazabicyclo[5.4.0]-7-undecene (20.1 g) were then added, and stirred for 6 hours at 40° C. After the reaction, a portion of N,N-dimethylformamide (62.9 g) was distilled off in vacuo, and, to the residue were added methanol (227.8 g) and water (2... Reactants: O (water), C(CCC)[Li] (n-butyllithium), CN(C=O)C (N,N-dimethylformamide), C(CCC)N(C1=CC=C(C=C1)C=CC=1SC=CC1)CCCC (dibutyl[4-[2-(thiophene-2-yl)vinyl]phenyl]amine). Solvent: O1CCCC1 (tetrahydrofuran). Reaction conditions: time 1 hour. Product: C(CCC)N(C1=CC=C(C=C1)C=CC1=CC=C(S1)C=O)CCCC (5-[2-[4-(dibutylamino)phenyl]vinyl]thiophene-2-carboaldehyde). Yield: 95.5%. As a reaction SMILES: [CH2:1]([N:5]([CH2:19][CH2:20][CH2:21][CH3:22])[C:6]1[CH:11]=[CH:10][C:9]([CH:12]=[CH:13][C:14]2[S:15][CH:16]=[CH:17][CH:18]=2)=[CH:8][CH:7]=1)[CH2:2][CH2:3][CH3:4].C([Li])CCC.CN(C)[CH:30]=[O:31].O>O1CCCC1>[CH2:19]([N:5]([CH2:1][CH2:2][CH2:3][CH3:4])[C:6]1[CH:11]=[CH:10][C:9]([CH:12]=[CH:13][C:14]2[S:15][C:16]([CH:30]=[O:31])=[CH:17][CH:18]=2)=[CH:8][CH:7]=1)[CH2:20][CH2:21][CH3:22]. Procedure: In a stream of argon, in tetrahydrofuran was dissolved 3.0 g (0.97 mmol) of dibutyl[4-[2-(thiophene-2-yl)vinyl]phenyl]amine. To this mixture, 9.0 ml of n-butyllithium (1.6 M solution in hexane) (14.4 mmol) was added dropwise under cooling. After the mixture was stirred for 1 hour, 0.87 g (11.9 mmol) of N,N-dimethylformamide was added dropwise thereto. After 20 minutes, the temperature was allowed to rise and 30 ml of water was added dropwise. Tetrahydrofuran was evaporated off. Extraction with c... Reported procedure: A solution of 4-fluoro-2-methylphenol (10 g, 79.28 mmol), ethyl 2-bromoisobutyrate (23.2 mL, 158.6 mmol), potassium carbonate (21.9 g, 158.6 mmol), and DMSO (80 mL) was stirred at room temperature for 72 hours. Water and ethyl acetate were added and the layers were separated. The aqueous phase was extracted with ethyl acetate (3×50 mL) and the combined organic layers were washed with brine, dried over sodium sulfate, filtered and concentrated in vacuo. The crude compound was purified by flash co... Product: FC1=CC(=C(OC(C(=O)OCC)(C)C)C=C1)C (ethyl 2-(4-fluoro-2-methylphenoxy)-2-methylpropanoate). Solvent: C(C)(=O)OCC (ethyl acetate), O (Water). RXN SMILES: [F:1][C:2]1[CH:7]=[CH:6][C:5]([OH:8])=[C:4]([CH3:9])[CH:3]=1.Br[C:11]([CH3:18])([CH3:17])[C:12]([O:14][CH2:15][CH3:16])=[O:13].C(=O)([O-])[O-].[K+].[K+].CS(C)=O>C(OCC)(=O)C.O>[F:1][C:2]1[CH:7]=[CH:6][C:5]([O:8][C:11]([CH3:18])([CH3:17])[C:12]([O:14][CH2:15][CH3:16])=[O:13])=[C:4]([CH3:9])[CH:3]=1 |f:2.3.4|. Reactants: FC1=CC(=C(C=C1)O)C (4-fluoro-2-methylphenol), BrC(C(=O)OCC)(C)C (ethyl 2-bromoisobutyrate), C([O-])([O-])=O.[K+].[K+] (potassium carbonate), CS(=O)C (DMSO).